From a dataset of the Open Reaction Database (ORD), a public repository of structured organic reaction records. describe an organic reaction: reactants, conditions, products, and yield Starting materials: C(C)(=O)O[C@H]1[C@@H](O[C@@H]([C@H]1OC(C)=O)C=1N=NN(N1)CC)N1C2=NC(=NC(=C2N=C1)N[C@@H]1CC[C@H](CC1)NC1=C2N=CN(C2=NC(=N1)NCCC=1N=CN(C1)C)[C@@H]1O[C@@H]([C@H]([C@H]1OC(C)=O)OC(C)=O)C=1N=NN(N1)CC)NCCC=1N=CN(C1)C (Trans-1,4-cyclohexanediylbis[imino(2-{[2-(1-methyl-1H-imidazol-4-yl)ethyl]amino}-9H-purine-6,9-diyl)(2R,3R,4R,5R)-5-(2-ethyl-2H-tetrazol-5-yl)tetrahydrofuran-2,3,4-triyl] tetraacetate), C[O-].[Na+] (sodium methoxide), C[O-].[Na+] (sodium methoxide). Solvent: CO (methanol). Product: [C@H]1(CC[C@H](CC1)NC1=C2N=CN(C2=NC(=N1)NCCC=1N=CN(C1)C)[C@@H]1O[C@@H]([C@H]([C@H]1O)O)C=1N=NN(N1)CC)NC1=C2N=CN(C2=NC(=N1)NCCC=1N=CN(C1)C)[C@@H]1O[C@@H]([C@H]([C@H]1O)O)C=1N=NN(N1)CC ((2R,3R,4S,5R,2′R,3′R,4′S,5′R)-2,2′-{trans-1,4-cyclohexanediylbis[imino(2-{[2-(1-methyl-1H-imidazol-4-yl)ethyl]amino}-9H-purine-6,9-diyl)]}bis[5-(2-ethyl-2H-tetrazol-5-yl)tetrahydro-3,4-furandiol]). Yield: 97.8%. As a reaction SMILES: C([O:4][C@@H:5]1[C@H:9]([O:10]C(=O)C)[C@@H:8]([C:14]2[N:15]=[N:16][N:17]([CH2:19][CH3:20])[N:18]=2)[O:7][C@H:6]1[N:21]1[CH:29]=[N:28][C:27]2[C:22]1=[N:23][C:24]([NH:76][CH2:77][CH2:78][C:79]1[N:80]=[CH:81][N:82]([CH3:84])[CH:83]=1)=[N:25][C:26]=2[NH:30][C@H:31]1[CH2:36][CH2:35][C@H:34]([NH:37][C:38]2[N:46]=[C:45]([NH:47][CH2:48][CH2:49][C:50]3[N:51]=[CH:52][N:53]([CH3:55])[CH:54]=3)[N:44]=[C:43]3[C:39]=2[N:40]=[CH:41][N:42]3[C@H:56]2[C@H:60]([O:61]C(=O)C)[C@H:59]([O:65]C(=O)C)[C@@H:58]([C:69]3[N:70]=[N:71][N:72]([CH2:74][CH3:75])[N:73]=3)[O:57]2)[CH2:33][CH2:32]1)(=O)C.C[O-].[Na+]>CO>[C@H:34]1([NH:37][C:38]2[N:46]=[C:45]([NH:47][CH2:48][CH2:49][C:50]3[N:51]=[CH:52][N:53]([CH3:55])[CH:54]=3)[N:44]=[C:43]3[C:39]=2[N:40]=[CH:41][N:42]3[C@H:56]2[C@H:60]([OH:61])[C@H:59]([OH:65])[C@@H:58]([C:69]3[N:70]=[N:71][N:72]([CH2:74][CH3:75])[N:73]=3)[O:57]2)[CH2:33][CH2:32][C@H:31]([NH:30][C:26]2[N:25]=[C:24]([NH:76][CH2:77][CH2:78][C:79]3[N:80]=[CH:81][N:82]([CH3:84])[CH:83]=3)[N:23]=[C:22]3[C:27]=2[N:28]=[CH:29][N:21]3[C@H:6]2[C@H:5]([OH:4])[C@H:9]([OH:10])[C@@H:8]([C:14]3[N:15]=[N:16][N:17]([CH2:19][CH3:20])[N:18]=3)[O:7]2)[CH2:36][CH2:35]1 |f:1.2|. Procedure details: A solution of Stage 3 (28.6 g; assume 24.7 mmol) in methanol (515 ml) was treated with sodium methoxide (0.44 g, 8.13 mmol) for 90 minutes before being treated with a further portion of sodium methoxide (0.44 g, 8.13 mmol). After 30 minutes Dowex 50 [H+] was added to neutralise the solution. The resin was filtered off and the filtrate was evaporated to leave the title Compound as a foam (24 g). Reactants: O=C([O-])[O-], COc1ccc(NCc2cccnc2)c(OC)c1, CS(=O)(=O)Cl, ClCCl, [K+], [K+]. Product: COc1ccc(N(Cc2cccnc2)S(C)(=O)=O)c(OC)c1. RXN SMILES: [C:19](=[O:20])([O-:21])[O-:22].[CH3:1][O:2][c:3]1[c:4]([NH:11][CH2:12][c:13]2[cH:14][n:15][cH:16][cH:17][cH:18]2)[cH:5][cH:6][c:7]([O:9][CH3:10])[cH:8]1.[CH3:25][S:26]([Cl:27])(=[O:28])=[O:29].[Cl:30][CH2:31][Cl:32].[K+:23].[K+:24]>>[CH3:1][O:2][c:3]1[c:4]([N:11]([CH2:12][c:13]2[cH:14][n:15][cH:16][cH:17][cH:18]2)[S:26]([CH3:25])(=[O:28])=[O:29])[cH:5][cH:6][c:7]([O:9][CH3:10])[cH:8]1. The reactants are C1(CCCC1)C(C(=O)OC(C)(C)C)C1=CC=C(C=C1)CN1C(C2=CC=CC=C2C1)=O (tert-butyl(+/−)-cyclopentyl{4-[(1-oxo-1,3-dihydro-2H-isoindol-2-yl)methyl]phenyl}acetate). Run at time 12 hour. Procedure: At RT, 695 mg (1.71 mmol) of tert-butyl(+/−)-cyclopentyl{4-[(1-oxo-1,3-dihydro-2H-isoindol-2-yl)methyl]phenyl}acetate were dissolved in 11 ml of a 4 N solution of hydrogen chloride in dioxane, and the mixture was stirred for 12 h. The reaction mixture was then frozen and freeze-dried under high vacuum. This gave 700 mg of product, which was not purified any further. Product: C1(CCCC1)C(C(=O)O)C1=CC=C(C=C1)CN1C(C2=CC=CC=C2C1)=O ((+/−)-Cyclopentyl{4-[(1-oxo-1,3-dihydro-2H-isoindol-2-yl)methyl]phenyl}acetic acid). Reaction SMILES: [CH:1]1([CH:6]([C:14]2[CH:19]=[CH:18][C:17]([CH2:20][N:21]3[CH2:29][C:28]4[C:23](=[CH:24][CH:25]=[CH:26][CH:27]=4)[C:22]3=[O:30])=[CH:16][CH:15]=2)[C:7]([O:9]C(C)(C)C)=[O:8])[CH2:5][CH2:4][CH2:3][CH2:2]1>Cl.O1CCOCC1>[CH:1]1([CH:6]([C:14]2[CH:19]=[CH:18][C:17]([CH2:20][N:21]3[CH2:29][C:28]4[C:23](=[CH:24][CH:25]=[CH:26][CH:27]=4)[C:22]3=[O:30])=[CH:16][CH:15]=2)[C:7]([OH:9])=[O:8])[CH2:2][CH2:3][CH2:4][CH2:5]1. Solvent: solution, Cl (hydrogen chloride), O1CCOCC1 (dioxane). Starting materials: CC(C)=O, COc1cc(C=CC(=O)Cl)ccc1C, [N-]=[N+]=[N-], [Na+], O. Product: COc1cc(C=CC(=O)N=[N+]=[N-])ccc1C. As a reaction SMILES: [CH3:19][C:20](=[O:21])[CH3:22].[CH3:1][O:2][c:3]1[cH:4][c:5]([CH:10]=[CH:11][C:12](=[O:13])[Cl:14])[cH:6][cH:7][c:8]1[CH3:9].[N-:16]=[N+:17]=[N-:18].[Na+:15].[OH2:23]>>[CH3:1][O:2][c:3]1[cH:4][c:5]([CH:10]=[CH:11][C:12](=[O:13])[N:16]=[N+:17]=[N-:18])[cH:6][cH:7][c:8]1[CH3:9]. Reactants: CC(C)(OC(=O)N1CCN(CC1)C1=NC=CC=C1N)C (1-[1,1-dimethylethoxycarbonyl]-4-[3-amino-2-pyridinyl]piperazine), CC(C)=C (Isobutylene), B(F)(F)F.CCOCC (Boron trifluoride etherate), CC(C)=C (isobutylene), P(O)(O)(O)=O (Phosphoric acid). Run in C(Cl)Cl (methylene chloride). Conditions: time 60 minute. The product is CC(C)(C)NC=1C(=NC=CC1)N1CCNCC1 (1-[3-(1,1-Dimethylethylamino)-2-pyridinyl]piperazine). RXN SMILES: [CH3:1][C:2](=[CH2:4])[CH3:3].CC(C)(OC([N:11]1[CH2:16][CH2:15][N:14]([C:17]2[C:22]([NH2:23])=[CH:21][CH:20]=[CH:19][N:18]=2)[CH2:13][CH2:12]1)=O)C.P(=O)(O)(O)O.B(F)(F)F.CCOCC>C(Cl)Cl>[CH3:4][C:2]([NH:23][C:22]1[C:17]([N:14]2[CH2:13][CH2:12][NH:11][CH2:16][CH2:15]2)=[N:18][CH:19]=[CH:20][CH:21]=1)([CH3:3])[CH3:1] |f:3.4|. Procedure: Isobutylene (10 ml) is condensed into a solution of 1-[1,1-dimethylethoxycarbonyl]-4-[3-amino-2-pyridinyl]piperazine (International Publication No. WO 88/08424, 200 mg) in methylene chloride (10 ml) at -70°. Phosphoric acid (85%, 50 μl) is added and the mixture stirred for 60 minutes. Boron trifluoride etherate (200 μl) is added dropwise and the resulting suspension is stirred 8 hours at reflux and overnight at 20°-25° allowing the isobutylene to evaporate. The suspension is diluted with water a... Reported procedure: 0.3519 g 7-chlorooxindole (0.0021 mole) and 0.323 g azulene aldehyde (0.0021 mole) were dissolved in 30 mL dried ethanol. 1.5 mL pyrrolidine (1M) was then added and uniformly stirred at reflux temperature for two hours. After removal of dried ethanol, the results were extracted by dichloromethane and citric acid aqueous solution. The organic layer was collected, dried with anhydrous magnesium sulfate, filtered, concentrated under vacuum, and separated by silica gel column chromatography to give ... Yield: 57.5%. Yields the product C1(=CC=C2C=CC=CC=C12)\C=C\1/C(NC2=C(C=CC=C12)Cl)=O ((Z)-3-(azulen-1-ylmethylene)-7-chloroindolin-2-one). As a reaction SMILES: [Cl:1][C:2]1[CH:3]=[CH:4][CH:5]=[C:6]2[C:10]=1[NH:9][C:8](=[O:11])[CH2:7]2.[C:12]1([CH:22]=O)[C:21]2[C:15]([CH:16]=[CH:17][CH:18]=[CH:19][CH:20]=2)=[CH:14][CH:13]=1.N1CCCC1>C(O)C>[C:12]1(/[CH:22]=[C:7]2\[C:8](=[O:11])[NH:9][C:10]3[C:6]\2=[CH:5][CH:4]=[CH:3][C:2]=3[Cl:1])[C:21]2[C:15]([CH:16]=[CH:17][CH:18]=[CH:19][CH:20]=2)=[CH:14][CH:13]=1. Solvent: C(C)O (ethanol). Starting materials: ClC=1C=CC=C2CC(NC12)=O (7-chlorooxindole), C1(=CC=C2C=CC=CC=C12)C=O (azulene aldehyde), N1CCCC1 (pyrrolidine). Reactants: COC1=CC=C(C=C1)COC1=CC=C(C=C1)[N+](=O)[O-] (1-methoxy-4-[(4-nitrophenoxy)methyl]benzene). Reagents/catalysts: [Ni] (Raney nickel). The product is COC1=CC=C(C=C1)COC1=CC=C(C=C1)N (4-[(4-methoxyphenyl)methoxy]benzenamine). Reaction SMILES: [CH3:1][O:2][C:3]1[CH:8]=[CH:7][C:6]([CH2:9][O:10][C:11]2[CH:16]=[CH:15][C:14]([N+:17]([O-])=O)=[CH:13][CH:12]=2)=[CH:5][CH:4]=1>[Ni]>[CH3:1][O:2][C:3]1[CH:4]=[CH:5][C:6]([CH2:9][O:10][C:11]2[CH:12]=[CH:13][C:14]([NH2:17])=[CH:15][CH:16]=2)=[CH:7][CH:8]=1. Procedure details: The above nitro compound was hydrogenated in THFethanol in the presence of Raney nickel catalyst, providing 4-[(4-methoxyphenyl)methoxy]benzenamine, mp 118°-120° C. Starting materials: O=C([O-])[O-], O=C(Cl)c1ccccc1, [K+], [K+], CN(C)C=O, O=c1cc(N2CCNCC2)c(-c2ccccc2)n[nH]1. The product is O=C(c1ccccc1)N1CCN(c2cc(=O)[nH]nc2-c2ccccc2)CC1. RXN SMILES: [C:20](=[O:21])([O-:22])[O-:23].[C:26]([c:27]1[cH:28][cH:29][cH:30][cH:31][cH:32]1)(=[O:33])[Cl:34].[K+:24].[K+:25].[O:35]=[CH:36][N:37]([CH3:38])[CH3:39].[c:1]1(-[c:7]2[c:8]([N:14]3[CH2:15][CH2:16][NH:17][CH2:18][CH2:19]3)[cH:9][c:10](=[O:13])[nH:11][n:12]2)[cH:2][cH:3][cH:4][cH:5][cH:6]1>>[c:1]1(-[c:7]2[c:8]([N:14]3[CH2:15][CH2:16][N:17]([C:26]([c:27]4[cH:28][cH:29][cH:30][cH:31][cH:32]4)=[O:33])[CH2:18][CH2:19]3)[cH:9][c:10](=[O:13])[nH:11][n:12]2)[cH:2][cH:3][cH:4][cH:5][cH:6]1. The reactants are N(=NC(=O)OC(C)C)C(=O)OC(C)C (diisopropyl azodicarboxylate), OC1=CC=C(C(=O)OC(C)(C)C)C=C1 (1,1-dimethylethyl 4-hydroxybenzoate), C(C=CC)O (2-buten-1-ol), C1(=CC=CC=C1)P(C1=CC=CC=C1)C1=CC=CC=C1 (triphenylphosphine). The solvent is C1=CC=CC=C1 (benzene), C1=CC=CC=C1 (benzene). Reaction conditions: time 3 hour. Yields the product C(C)(C)(C)OC(=O)C1=CC=C(OC/C=C/C)C=C1 (Trans-4-[4-(tert-butoxycarbonyl)phenoxy]-2-butene). The yield is 0.1%. Reaction SMILES: [OH:1][C:2]1[CH:14]=[CH:13][C:5]([C:6]([O:8][C:9]([CH3:12])([CH3:11])[CH3:10])=[O:7])=[CH:4][CH:3]=1.[CH2:15](O)[CH:16]=[CH:17][CH3:18].C1(P(C2C=CC=CC=2)C2C=CC=CC=2)C=CC=CC=1.N(C(OC(C)C)=O)=NC(OC(C)C)=O>C1C=CC=CC=1>[C:9]([O:8][C:6]([C:5]1[CH:13]=[CH:14][C:2]([O:1][CH2:15]/[CH:16]=[CH:17]/[CH3:18])=[CH:3][CH:4]=1)=[O:7])([CH3:10])([CH3:11])[CH3:12]. Reported procedure: A solution of 1,1-dimethylethyl 4-hydroxybenzoate (3.68 g, 18.9 mol) and 2-buten-1-ol (1.37 g, 18.9 mol) in dry benzene (100 ml) at 22° C. was treated with triphenylphosphine (5.48 g, 20.9 mmol) followed by a solution of diisopropyl azodicarboxylate (4.22 g, 20.9 mmol) in dry benzene (10 ml) added dropwise over 7 minutes. After 3 hours at 22° C., the solvent was concentrated under reduced pressure and the residue was chromatographed on silica gel. Elution with a mixture of toluene and ethyl acet... Starting materials: IC1=CC=C(C=C1)C=1NC=C(N1)C(=O)O (2-(4-iodophenyl)-1H-imidazole-4-carboxylic acid), IC (iodomethane), [H-].[Na+] (NaH), O (water), CCOC(=O)C (EtOAc), IC (iodomethane). Solvent: CN(C)C=O (DMF). Reaction conditions: temperature 50 celsius, time 2 hour. The product is IC1=CC=C(C=C1)C=1N(C=C(N1)C(=O)OC)C (methyl 2-(4-iodophenyl)-1-methyl-1H-imidazole-4-carboxylate). RXN SMILES: [I:1][C:2]1[CH:7]=[CH:6][C:5]([C:8]2[NH:9]C=[C:11](C(O)=O)[N:12]=2)=[CH:4][CH:3]=1.[H-].[Na+].I[CH3:19].O.C[CH2:22][O:23][C:24]([CH3:26])=[O:25]>CN(C=O)C>[I:1][C:2]1[CH:3]=[CH:4][C:5]([C:8]2[N:12]([CH3:11])[CH:19]=[C:26]([C:24]([O:23][CH3:22])=[O:25])[N:9]=2)=[CH:6][CH:7]=1 |f:1.2|. Procedure: To a mixture of 2-(4-iodophenyl)-1H-imidazole-4-carboxylic acid prepared above (257 mg, 0.818 mmol) and NaH (60% suspension, washed with hexane, 82 mg, 2.1 mmol) in DMF (8 mL) was added iodomethane (0.130 mL, 2.1 mmol). The mixture was heated at 50° C. for 2 h. More iodomethane (0.100 mL) was added to the reaction mixture. After being stirred at 50° C. for an additional 2 h, water and EtOAc were added. The organic layer was separated, dried over Na2SO4, concentrated in vacuo to give methyl 2-(4-...